Dataset: the Open Reaction Database (ORD), a public repository of structured organic reaction records. Task: describe an organic reaction: reactants, conditions, products, and yield Starting materials: OCCN(C(=O)C1=NC(=NC(=C1OCC1=CC=CC=C1)O)CC1(CCCC1)C1=CC=CC2=CC=CC=C12)C (5-benzyloxy-6-hydroxy-2-(1-naphthalen-1-yl-cyclopentylmethyl)-pyrimidine-4-carboxylic acid (2-hydroxyethyl)-methyl-amide), C(C1=CC=CC=C1)OC=1C(=NC(=NC1O)CC1(CCCC1)C1=CC=CC2=CC=CC=C12)C(=O)N(C(C)C)CCO[Si](C)(C)C(C)(C)C (5-(benzyloxy)-N-(2-((tert-butyldimethylsilyl)oxy)ethyl)-6-hydroxy-N-isopropyl-2-((1-(naphthalen-1-yl)cyclopentyl)methyl)pyrimidine-4-carboxamide). Product: C(C1=CC=CC=C1)OC=1C(=NC(=NC1O)CC1(CCCC1)C1=CC=CC2=CC=CC=C12)C(=O)N(C(C)C)CCO (5-(Benzyloxy)-6-hydroxy-N-(2-hydroxyethyl)-N-isopropyl-2-((1-(naphthalen-1-yl)cyclopentyl)methyl)pyrimidine-4-carboxamide). Reaction SMILES: OCCN(C)C(C1C(OCC2C=CC=CC=2)=C(O)N=C(CC2(C3C4C(=CC=CC=4)C=CC=3)CCCC2)N=1)=O.[CH2:39]([O:46][C:47]1[C:48]([C:70]([N:72]([CH2:76][CH2:77][O:78][Si](C(C)(C)C)(C)C)[CH:73]([CH3:75])[CH3:74])=[O:71])=[N:49][C:50]([CH2:54][C:55]2([C:60]3[C:69]4[C:64](=[CH:65][CH:66]=[CH:67][CH:68]=4)[CH:63]=[CH:62][CH:61]=3)[CH2:59][CH2:58][CH2:57][CH2:56]2)=[N:51][C:52]=1[OH:53])[C:40]1[CH:45]=[CH:44][CH:43]=[CH:42][CH:41]=1>>[CH2:39]([O:46][C:47]1[C:48]([C:70]([N:72]([CH2:76][CH2:77][OH:78])[CH:73]([CH3:75])[CH3:74])=[O:71])=[N:49][C:50]([CH2:54][C:55]2([C:60]3[C:69]4[C:64](=[CH:65][CH:66]=[CH:67][CH:68]=4)[CH:63]=[CH:62][CH:61]=3)[CH2:56][CH2:57][CH2:58][CH2:59]2)=[N:51][C:52]=1[OH:53])[C:40]1[CH:41]=[CH:42][CH:43]=[CH:44][CH:45]=1. Procedure: This compound was prepared following the same method as described for 5-benzyloxy-6-hydroxy-2-(1-naphthalen-1-yl-cyclopentylmethyl)-pyrimidine-4-carboxylic acid (2-hydroxyethyl)-methyl-amide (351) from 5-(benzyloxy)-N-(2-((tert-butyldimethylsilyl)oxy)ethyl)-6-hydroxy-N-isopropyl-2-((1-(naphthalen-1-yl)cyclopentyl)methyl)pyrimidine-4-carboxamide (510).